Dataset: the Open Reaction Database (ORD), a public repository of structured organic reaction records. Task: describe an organic reaction: reactants, conditions, products, and yield The reactants are CO, NC(=O)c1c(-c2ccc([N+](=O)[O-])cc2)c[nH]c1NC=O, [H][H]. The product is NC(=O)c1c(-c2ccc(N)cc2)c[nH]c1NC=O. RXN SMILES: [CH3:23][OH:24].[CH:1](=[O:2])[NH:3][c:4]1[nH:5][cH:6][c:7](-[c:12]2[cH:13][cH:14][c:15]([N+:18]([O-:19])=[O:20])[cH:16][cH:17]2)[c:8]1[C:9](=[O:10])[NH2:11].[H:21][H:22]>>[CH:1](=[O:2])[NH:3][c:4]1[nH:5][cH:6][c:7](-[c:12]2[cH:13][cH:14][c:15]([NH2:18])[cH:16][cH:17]2)[c:8]1[C:9](=[O:10])[NH2:11].